From a dataset of the Open Reaction Database (ORD), a public repository of structured organic reaction records. describe an organic reaction: reactants, conditions, products, and yield Starting materials: CCOC(C)=O, O=S(=O)(Nc1cc(C(O)C2CC2)c(Sc2ccc(S(=O)(=O)N3CCCCC3)cc2)cn1)c1ccc(Cl)cc1Cl, ClCCl. Reaction SMILES: [CH3:43][CH2:44][O:45][C:46](=[O:47])[CH3:48].[Cl:1][c:2]1[c:3]([S:9](=[O:10])(=[O:11])[NH:12][c:13]2[n:14][cH:15][c:16]([S:24][c:25]3[cH:26][cH:27][c:28]([S:31](=[O:32])(=[O:33])[N:34]4[CH2:35][CH2:36][CH2:37][CH2:38][CH2:39]4)[cH:29][cH:30]3)[c:17]([CH:19]([OH:20])[CH:21]3[CH2:22][CH2:23]3)[cH:18]2)[cH:4][cH:5][c:6]([Cl:8])[cH:7]1.[Cl:40][CH2:41][Cl:42]>>[Cl:1][c:2]1[c:3]([S:9](=[O:10])(=[O:11])[NH:12][c:13]2[n:14][cH:15][c:16]([S:24][c:25]3[cH:26][cH:27][c:28]([S:31](=[O:32])(=[O:33])[N:34]4[CH2:35][CH2:36][CH2:37][CH2:38][CH2:39]4)[cH:29][cH:30]3)[c:17]([C:19](=[O:20])[CH:21]3[CH2:22][CH2:23]3)[cH:18]2)[cH:4][cH:5][c:6]([Cl:8])[cH:7]1. Product: O=C(c1cc(NS(=O)(=O)c2ccc(Cl)cc2Cl)ncc1Sc1ccc(S(=O)(=O)N2CCCCC2)cc1)C1CC1.